Dataset: the Open Reaction Database (ORD), a public repository of structured organic reaction records. Task: describe an organic reaction: reactants, conditions, products, and yield Reactants: NC1=C(C(=CC=C1)O)C (3-amino-o-cresol), ClN1C(CCC1=O)=O (N-chlorosuccinimide), [OH-].[NH4+] (ammonium hydroxide), O (water). The solvent is CS(=O)(=O)O (methanesulfonic acid). Run at time 8 hour. The product is NC1=C(C(=CC=C1Cl)O)C (3-amino-4-chloro-o-cresol). Isolated yield 70.5%. RXN SMILES: [NH2:1][C:2]1[CH:7]=[CH:6][CH:5]=[C:4]([OH:8])[C:3]=1[CH3:9].[Cl:10]N1C(=O)CCC1=O.O.[OH-].[NH4+]>CS(O)(=O)=O>[NH2:1][C:2]1[C:7]([Cl:10])=[CH:6][CH:5]=[C:4]([OH:8])[C:3]=1[CH3:9] |f:3.4|. Procedure details: To a stirred solution of 3-amino-o-cresol (60 g) in anhydrous methanesulfonic acid (300 ml) was added N-chlorosuccinimide (68.3 g in five equal portions) over 2 h and 10 min, keeping the reaction temperature between 10 and 12° C. by use of a cooling bath. The dark mixture was allowed to stir overnight and warm to room temperature. It was then added to 1000 ml water with stirring (final temperature approx. 51° C.). Concentrated ammonium hydroxide (370 ml) was added with stirring, keeping the temp...